Dataset: the Open Reaction Database (ORD), a public repository of structured organic reaction records. Task: describe an organic reaction: reactants, conditions, products, and yield The reactants are C(C)OC(C(CC1=CC=C(C=C1)Br)(C)S(=O)(=O)C1=CC=C(C=C1)OC)=O (3-(4-bromo-phenyl)-2-(4-methoxy-benzenesulfonyl)-2-methyl-propionic acid ethyl ester). Solvent: CO (methanol), [OH-].[Na+] (NaOH). Product: BrC1=CC=C(C=C1)CC(C(=O)O)(C)S(=O)(=O)C1=CC=C(C=C1)OC (3-(4-Bromo-phenyl)-2-(4-methoxy-benzenesulfonyl)-2-methyl-propionic acid). As a reaction SMILES: C([O:3][C:4](=[O:26])[C:5]([S:15]([C:18]1[CH:23]=[CH:22][C:21]([O:24][CH3:25])=[CH:20][CH:19]=1)(=[O:17])=[O:16])([CH3:14])[CH2:6][C:7]1[CH:12]=[CH:11][C:10]([Br:13])=[CH:9][CH:8]=1)C>CO.[OH-].[Na+]>[Br:13][C:10]1[CH:9]=[CH:8][C:7]([CH2:6][C:5]([S:15]([C:18]2[CH:19]=[CH:20][C:21]([O:24][CH3:25])=[CH:22][CH:23]=2)(=[O:17])=[O:16])([CH3:14])[C:4]([OH:26])=[O:3])=[CH:12][CH:11]=1 |f:2.3|. Procedure details: 3-(4-Bromo-phenyl)-2-(4-methoxy-benzenesulfonyl)-2-methyl-propionic acid was prepared starting from 3-(4-bromo-phenyl)-2-(4-methoxy-benzenesulfonyl)-2-methyl-propionic acid ethyl ester (4.0 g, 9.0 mmol) dissolved in methanol (50 ml) and 10 N NaOH (30 ml). The resulting reaction mixture was worked up as outlined in Example 9. Yield 3.0 g, 78%. Low melting solid. MS: 413 (M+H)+. Starting materials: CC1(OCCC2=CC(=CC=C12)O)C=1C=NC=CC1 (1-methyl-1-(3-pyridyl)-6-isochromanol), C([O-])(O)=O.[Na+] (sodium bicarbonate), C(C)(=O)OC(C)=O (acetic anhydride). Conditions: time 1 hour. Product: C(C)(=O)OC=1C=C2CCOC(C2=CC1)(C=1C=NC=CC1)C (1-Methyl-1-(3-pyridyl)-6-isochromanol acetate). Reaction SMILES: [CH3:1][C:2]1([C:13]2[CH:14]=[N:15][CH:16]=[CH:17][CH:18]=2)[C:11]2[C:6](=[CH:7][C:8]([OH:12])=[CH:9][CH:10]=2)[CH2:5][CH2:4][O:3]1.C(=O)(O)[O-].[Na+].[C:24](OC(=O)C)(=[O:26])[CH3:25]>>[C:24]([O:12][C:8]1[CH:7]=[C:6]2[C:11](=[CH:10][CH:9]=1)[C:2]([CH3:1])([C:13]1[CH:14]=[N:15][CH:16]=[CH:17][CH:18]=1)[O:3][CH2:4][CH2:5]2)(=[O:26])[CH3:25] |f:1.2|. Procedure: A mixture of 1-methyl-1-(3-pyridyl)-6-isochromanol (5.0 g), described in Example 22, and acetic anhydride (50 ml) is heated on the steam bath for 4 hr. The mixture is poured upon ice, left at room temperature for 1 hr, rendered basic with sodium bicarbonate and then extracted with chloroform. The extracts are washed with brine, dried, evaporated, and the residue is crystallized from isopropanol to give the title compound, m.p. 113°-115° C. Reactants: ClC1=NC=CC=C1C(=O)O (2-chloropyridine-3-carboxylic acid), NC1=CC(=NN1)C (5-amino-3-methylpyrazole), C1(=CC=CC=C1)OC1=CC=CC=C1 (diphenyl ether). Run at time 2 hour. Product: CC1=NN2C(NC3=C(C2=O)C=CC=N3)=C1 (2-Methylpyrazolo[1,5-a]pyrido[2,3-d]pyrimidin-9(4H)-one). Reaction SMILES: Cl[C:2]1[C:7]([C:8]([OH:10])=O)=[CH:6][CH:5]=[CH:4][N:3]=1.[NH2:11][C:12]1[NH:16][N:15]=[C:14]([CH3:17])[CH:13]=1.C1(OC2C=CC=CC=2)C=CC=CC=1>>[CH3:17][C:14]1[CH:13]=[C:12]2[NH:11][C:2]3[N:3]=[CH:4][CH:5]=[CH:6][C:7]=3[C:8](=[O:10])[N:16]2[N:15]=1. Reported procedure: 157 g. of 2-chloropyridine-3-carboxylic acid and 194 g. of 5-amino-3-methylpyrazole are heated together in 500 ml. of diphenyl ether for 10 minutes at 215°. After this time, the mixture is allowed to stand at room temperature for 2 hours and is then filtered. The crystalline 2-methylpyrazolo[1,5-a]pyrido[2,3-d]pyrimidin- 9(4H)-one is washed with methanol and recrystallized from dimethylformamide, yield: 120 g. (64%); m.p. >300°. Reactants: FC(C1=CC=C(C(=O)O)C=C1)(F)F (4-trifluoromethylbenzoic acid), C(C(=O)Cl)(=O)Cl (oxalyl chloride). The reagents and catalysts are CN(C=O)C (dimethylformamide). The solvent is C(Cl)Cl (methylene chloride). Reaction conditions: time 18 hour. Product: FC(C1=CC=C(C(=O)Cl)C=C1)(F)F (4-trifluoromethylbenzoyl chloride). Isolated yield 100.0%. RXN SMILES: [F:1][C:2]([F:13])([F:12])[C:3]1[CH:11]=[CH:10][C:6]([C:7](O)=[O:8])=[CH:5][CH:4]=1.C(Cl)(=O)C([Cl:17])=O>CN(C)C=O.C(Cl)Cl>[F:1][C:2]([F:13])([F:12])[C:3]1[CH:11]=[CH:10][C:6]([C:7]([Cl:17])=[O:8])=[CH:5][CH:4]=1. Procedure: A stirred solution of 20.0 grams (0.105 mole) of 4-trifluoromethylbenzoic acid and four drops of dimethylformamide in 300 mL of methylene chloride was cooled to 0°-10° C., and 14.7 grams (0.116 mole) of oxalyl chloride was added. Upon completion of addition, the reaction mixture was allowed to warm to ambient temperature where it stirred for 18 hours. The reaction mixture was then concentrated under reduced pressure, yielding 21.9 grams of 4-trifluoromethylbenzoyl chloride as a semi-solid. The r...